describe an organic reaction: reactants, conditions, products, and yield From a dataset of the Open Reaction Database (ORD), a public repository of structured organic reaction records. The reactants are Clc1ccc2nncn2n1, Cc1onc(-c2cccc(F)c2)c1CO, [H-], [Na+], CN(C)C=O, O. Yields the product Cc1onc(-c2cccc(F)c2)c1COc1ccc2nncn2n1. RXN SMILES: [Cl:18][c:19]1[cH:20][cH:21][c:22]2[n:23]([n:24]1)[cH:25][n:26][n:27]2.[F:1][c:2]1[cH:3][c:4](-[c:8]2[n:9][o:10][c:11]([CH3:15])[c:12]2[CH2:13][OH:14])[cH:5][cH:6][cH:7]1.[H-:16].[Na+:17].[O:29]=[CH:30][N:31]([CH3:32])[CH3:33].[OH2:28]>>[F:1][c:2]1[cH:3][c:4](-[c:8]2[n:9][o:10][c:11]([CH3:15])[c:12]2[CH2:13][O:14][c:19]2[cH:20][cH:21][c:22]3[n:23]([n:24]2)[cH:25][n:26][n:27]3)[cH:5][cH:6][cH:7]1. RXN SMILES: [F:1][C:2]1[CH:7]=[C:6](B2OC(C)(C)C(C)(C)O2)[CH:5]=[CH:4][C:3]=1[C:17]1[N:18]=[CH:19][C:20]([NH2:23])=[N:21][CH:22]=1.Br[C:25]1[CH:30]=[CH:29][CH:28]=[CH:27][C:26]=1[S:31]([NH:34][C@@H:35]1[CH2:40][CH2:39][CH2:38][CH2:37][C@@H:36]1[OH:41])(=[O:33])=[O:32]>>[NH2:23][C:20]1[N:21]=[CH:22][C:17]([C:3]2[CH:4]=[CH:5][C:6]([C:25]3[C:26]([S:31]([NH:34][C@@H:35]4[CH2:40][CH2:39][CH2:38][CH2:37][C@@H:36]4[OH:41])(=[O:32])=[O:33])=[CH:27][CH:28]=[CH:29][CH:30]=3)=[CH:7][C:2]=2[F:1])=[N:18][CH:19]=1. Procedure: The title compound was prepared in a manner similar to that described in Example 448 using 5-(2-fluoro-4-(4,4,5,5-tetramethyl-1,3,2-dioxaborolan-2-yl)phenyl)-pyrazin-2-amine and 2-bromo-N-((1R,2S)-2-hydroxycyclohexyl)benzenesulfonamide. MS (ESI): mass calcd. for C22H23FN4O3S, 442.15; m/z found, 443.2 [M+H]+. 1H NMR (400 MHz, CD3OD) δ 8.33 (s, 2H), 8.15-8.11 (m, 1H), 7.98 (m, 1H), 7.69-7.64 (m, 1H), 7.61-7.56 (m, 1H), 7.42-7.32 (m, 3H), 3.70-3.63 (m, 1H), 3.09-3.03 (m, 1H), 1.70-1.61 (m, 1H), 1.6... Yields the product NC=1N=CC(=NC1)C1=C(C=C(C=C1)C=1C(=CC=CC1)S(=O)(=O)N[C@H]1[C@H](CCCC1)O)F (4′-(5-Aminopyrazin-2-yl)-3′-fluoro-N-[(1R,2S)-2-hydroxycyclohexyl]biphenyl-2-sulfonamide). Reactants: FC1=C(C=CC(=C1)B1OC(C(O1)(C)C)(C)C)C=1N=CC(=NC1)N (5-(2-fluoro-4-(4,4,5,5-tetramethyl-1,3,2-dioxaborolan-2-yl)phenyl)-pyrazin-2-amine), BrC1=C(C=CC=C1)S(=O)(=O)N[C@H]1[C@H](CCCC1)O (2-bromo-N-((1R,2S)-2-hydroxycyclohexyl)benzenesulfonamide).